Dataset: the Open Reaction Database (ORD), a public repository of structured organic reaction records. Task: describe an organic reaction: reactants, conditions, products, and yield Starting materials: N([C@@H](CCC(N)=O)C(=O)N[C@@H](CC1=CNC=N1)C(=O)OC)C(=O)OC(C)(C)C (Boc-Gln-His-OCH3), O.NN (hydrazine hydrate). The solvent is CO (methanol). Run at time 20 hour. Yields the product N([C@@H](CCC(N)=O)C(=O)N[C@@H](CC1=CNC=N1)C(=O)NN)C(=O)OC(C)(C)C (Boc-Gln-His-NH-NH2). RXN SMILES: [NH:1]([C:22]([O:24][C:25]([CH3:28])([CH3:27])[CH3:26])=[O:23])[C@H:2]([C:8]([NH:10][C@H:11]([C:18](OC)=[O:19])[CH2:12][C:13]1[N:17]=[CH:16][NH:15][CH:14]=1)=[O:9])[CH2:3][CH2:4][C:5](=[O:7])[NH2:6].O.[NH2:30][NH2:31]>CO>[NH:1]([C:22]([O:24][C:25]([CH3:28])([CH3:27])[CH3:26])=[O:23])[C@H:2]([C:8]([NH:10][C@H:11]([C:18]([NH:30][NH2:31])=[O:19])[CH2:12][C:13]1[N:17]=[CH:16][NH:15][CH:14]=1)=[O:9])[CH2:3][CH2:4][C:5](=[O:7])[NH2:6] |f:1.2|. Procedure: 27.9 g of Boc-Gln-His-OCH3 (Marchiori et al., J. Chem. Soc (C) 1967, 81) are dissolved in 280 ml of highest purity methanol, 28 ml of hydrazine hydrate are added and the mixture is left to stand for 20 hours at 25°C. It is concentrated to dryness in a high vacuum and the residue is recrystallised from methanol-ethyl acetate-petroleum ether. Melting point 187°-189°C. Starting materials: BrC1=CN=C(S1)N1C(=CC=C1C)C (5-bromo-2-(2,5-dimethylpyrrol-1-yl)thiazole), NC1=NC=C(C=C1)Br (2-amino-5-bromopyridine). Yields the product BrC=1C=CC(=NC1)N1C(=CC=C1C)C (5-Bromo-2-(2,5-dimethylpyrrol-1-yl)pyridine). As a reaction SMILES: [Br:1][C:2]1S[C:5]([N:7]2[C:11]([CH3:12])=[CH:10][CH:9]=[C:8]2[CH3:13])=[N:4][CH:3]=1.N[C:15]1[CH:20]=CC(Br)=CN=1>>[Br:1][C:2]1[CH:15]=[CH:20][C:5]([N:7]2[C:11]([CH3:12])=[CH:10][CH:9]=[C:8]2[CH3:13])=[N:4][CH:3]=1. Reported procedure: Prepare using procedures essentially as described for 5-bromo-2-(2,5-dimethylpyrrol-1-yl)thiazole (Preparation 25) starting with 2-amino-5-bromopyridine. MS (ES): m/z 252 (M+1). Starting materials: C(CC(=O)C)(=O)OC (methyl acetoacetate), Cl.C(C)(C)NN (isopropyl hydrazine hydrochloride), C1(CC1)C1=C(C=NN1C(C)C)C=O (5-cyclopropyl-1-isopropyl-1H-pyrazole-4-carbaldehyde). Product: C(C)(C)N1N=CC(=C1C)C=O (1-Isopropyl-5-methyl-1H-pyrazole-4-carbaldehyde). RXN SMILES: C(OC)(=O)CC(C)=O.Cl.C(NN)(C)C.[CH:15]1([C:18]2[N:22]([CH:23]([CH3:25])[CH3:24])[N:21]=[CH:20][C:19]=2[CH:26]=[O:27])CC1>>[CH:23]([N:22]1[C:18]([CH3:15])=[C:19]([CH:26]=[O:27])[CH:20]=[N:21]1)([CH3:25])[CH3:24] |f:1.2|. Reported procedure: 1-Isopropyl-5-methyl-1H-pyrazole-4-carbaldehyde was prepared with methyl acetoacetate and isopropyl hydrazine hydrochloride in the same manner as 5-cyclopropyl-1-isopropyl-1H-pyrazole-4-carbaldehyde (Example 49).